From a dataset of the Open Reaction Database (ORD), a public repository of structured organic reaction records. describe an organic reaction: reactants, conditions, products, and yield Run in C(Cl)Cl (methylene chloride), O1CCOCC1 (dioxane), O1CCOCC1 (dioxane), C(Cl)Cl (methylene chloride). The reagents and catalysts are CN(C)C=1C=CN=CC1 (DMAP). Reaction conditions: time 18 hour. RXN SMILES: [N:1]1[CH:6]=[CH:5][CH:4]=[CH:3][C:2]=1[C:7]([OH:9])=[O:8].ClC(N(C)C)=C(C)C.N1C=CC=CC=1.O[C@H:25]([C@@H:47]([NH:55][C:56](=[O:75])[C@H:57]([CH2:71][C:72](=[O:74])[NH2:73])[NH:58][C:59]([C:61]1[CH:70]=[CH:69][C:68]2[C:63](=[CH:64][CH:65]=[CH:66][CH:67]=2)[N:62]=1)=[O:60])[CH2:48][C:49]1[CH:54]=[CH:53][CH:52]=[CH:51][CH:50]=1)[CH2:26][N:27]([CH2:40][C:41]1[CH:46]=[CH:45][CH:44]=[CH:43][CH:42]=1)[NH:28][C:29](=[O:39])[C@H:30]([CH:36]([CH3:38])[CH3:37])[NH:31][C:32]([O:34][CH3:35])=[O:33]>C(Cl)Cl.O1CCOCC1.CN(C1C=CN=CC=1)C>[N:1]1[CH:6]=[CH:5][CH:4]=[CH:3][C:2]=1[C:7]([O:9][C@H:25]([C@@H:47]([NH:55][C:56](=[O:75])[C@H:57]([CH2:71][C:72](=[O:74])[NH2:73])[NH:58][C:59]([C:61]1[CH:70]=[CH:69][C:68]2[C:63](=[CH:64][CH:65]=[CH:66][CH:67]=2)[N:62]=1)=[O:60])[CH2:48][C:49]1[CH:50]=[CH:51][CH:52]=[CH:53][CH:54]=1)[CH2:26][N:27]([CH2:40][C:41]1[CH:42]=[CH:43][CH:44]=[CH:45][CH:46]=1)[NH:28][C:29](=[O:39])[C@H:30]([CH:36]([CH3:38])[CH3:37])[NH:31][C:32]([O:34][CH3:35])=[O:33])=[O:8]. Reported procedure: Analogously to Example 108, 51 mg (0.416 mmol) of 2-picolinic acid in 0.8 ml of methylene chloride are converted with 59 μl (0.416 mmol) of 1-chloro-N,N,2-trimethyl-1-propenamine into the acid chloride. After the addition of 0.5 ml of dioxane and 0.4 ml of pyridine to the latter, the mixture is reacted with 148 mg (0.208 mmol) of 1-[2(S)-hydroxy-3(S)-(N-(quinoline-2-carbonyl)-(L)-asparaginyl)amino-4-phenyl-butyl]-1-[phenylmethyl]-2-[N-(methoxycarbonyl)-(L)-valyl]-hydrazine (Example 109) in 5 ml ... The product is N1=C(C=CC=C1)C(=O)O[C@@H](CN(NC([C@@H](NC(=O)OC)C(C)C)=O)CC1=CC=CC=C1)[C@H](CC1=CC=CC=C1)NC([C@@H](NC(=O)C1=NC2=CC=CC=C2C=C1)CC(N)=O)=O (1-[2(S)-(2-Pyridyl-carbonyl)oxy-3(S)-(N-(quinoline-2-carbonyl)-(L)-asparaginyl)amino-4-phenyl-butyl]-1-[phenylmethyl]-2-[N-(methoxycarbonyl)-(L)-valyl]-hydrazine). Starting materials: N1=C(C=CC=C1)C(=O)O (2-picolinic acid), O[C@@H](CN(NC([C@@H](NC(=O)OC)C(C)C)=O)CC1=CC=CC=C1)[C@H](CC1=CC=CC=C1)NC([C@@H](NC(=O)C1=NC2=CC=CC=C2C=C1)CC(N)=O)=O (1-[2(S)-hydroxy-3(S)-(N-(quinoline-2-carbonyl)-(L)-asparaginyl)amino-4-phenyl-butyl]-1-[phenylmethyl]-2-[N-(methoxycarbonyl)-(L)-valyl]-hydrazine), N1=CC=CC=C1 (pyridine), ClC(=C(C)C)N(C)C (1-chloro-N,N,2-trimethyl-1-propenamine), acid chloride, acid chloride. Reactants: ClC1=CC=C(CN2CC(OCC2)CN2C(C=3C(C2=O)=CC=CC3)=O)C=C1 (4-(p-chlorobenzyl)-2-phthalimidomethylmorpholine), O.NN (hydrazine monohydrate), O1CCOCC1 (dioxane). The solvent is C(C)O (ethanol). The product is NCC1CN(CCO1)CC1=CC=C(C=C1)Cl (2-Aminomethyl-4-(p-chlorobenzyl)morpholine). Isolated yield 70.7%. Reaction SMILES: [Cl:1][C:2]1[CH:26]=[CH:25][C:5]([CH2:6][N:7]2[CH2:12][CH2:11][O:10][CH:9]([CH2:13][N:14]3C(=O)C4=CC=CC=C4C3=O)[CH2:8]2)=[CH:4][CH:3]=1.O.NN.O1CCOCC1>C(O)C>[NH2:14][CH2:13][CH:9]1[O:10][CH2:11][CH2:12][N:7]([CH2:6][C:5]2[CH:25]=[CH:26][C:2]([Cl:1])=[CH:3][CH:4]=2)[CH2:8]1 |f:1.2|. Procedure: To a solution of 4-(p-chlorobenzyl)-2-phthalimidomethylmorpholine (20.28 g, 54.7 mmol) in ethanol (110 ml) was added hydrazine monohydrate (5.71 g, 0.114 mol) and the mixture was stirred at room temperature. 50 ml of dioxane was further added and the mixture was stirred at room temperature overnight. The crystal thus separated was filtered off and the filtrate was concentrated. The residue was dissolved in chloroform and the insolubles were filtered off. The filtrate was distilled off to give 9.... Product: Cc1onc(-c2ccccc2)c1-c1nnc(-c2ccc(N3CCOCC3)cn2)o1. The reactants are Cc1onc(-c2ccccc2)c1-c1nnc(-c2ccc(Br)cn2)o1, C1COCCN1, CCCC[N+](CCCC)(CCCC)CCCC, CCOC(C)=O, [I-]. As a reaction SMILES: [Br:1][c:2]1[cH:3][cH:4][c:5](-[c:8]2[o:9][c:10](-[c:13]3[c:14](-[c:19]4[cH:20][cH:21][cH:22][cH:23][cH:24]4)[n:15][o:16][c:17]3[CH3:18])[n:11][n:12]2)[n:6][cH:7]1.[CH2:25]1[CH2:26][O:27][CH2:28][CH2:29][NH:30]1.[CH2:32]([N+:33]([CH2:34][CH2:35][CH2:36][CH3:37])([CH2:38][CH2:39][CH2:40][CH3:41])[CH2:42][CH2:43][CH2:44][CH3:45])[CH2:46][CH2:47][CH3:48].[CH3:49][CH2:50][O:51][C:52](=[O:53])[CH3:54].[I-:31]>>[c:2]1([N:30]2[CH2:25][CH2:26][O:27][CH2:28][CH2:29]2)[cH:3][cH:4][c:5](-[c:8]2[o:9][c:10](-[c:13]3[c:14](-[c:19]4[cH:20][cH:21][cH:22][cH:23][cH:24]4)[n:15][o:16][c:17]3[CH3:18])[n:11][n:12]2)[n:6][cH:7]1.